This data is from the Open Reaction Database (ORD), a public repository of structured organic reaction records. The task is: describe an organic reaction: reactants, conditions, products, and yield Yields the product C(#N)C1=C(C=C(C=C1)N1C[C@H](N(C[C@@H]1C)C(=O)NC1=CC(=NC=C1)C(NC)=O)C)C(F)(F)F ((2R,5S)-4-(4-Cyano-3-trifluoromethylphenyl)-2,5-dimethyl-N-(2-methylcarbamoyl-4-pyridyl)piperazine-1-carboxamide). Procedure: Under ice-cooling, 332 mg of HOBT and 519 mg of WSC were added in that order to a suspension of 1.10 g of (2R,5S)-4-{[4-(4-cyano-3-trifluoromethylphenyl)-2,5-dimethylpiperazine-1-carbonyl]amino}pyridine-2-carboxylic acid synthesized in Example 12-1 in 30 ml of DMF, and then the mixture was warmed up to room temperature and stirred for 1.5 hours. This was again ice-cooled, 10 ml of 40% aqueous methylamine was added thereto in one portion and then the mixture was stirred overnight. This was mixed ... Run in CN(C)C=O (DMF), O (water). Reaction SMILES: C1C=CC2N(O)N=[N:7][C:5]=2C=1.CCN=C=NCCCN(C)C.[C:22]([C:24]1[CH:29]=[CH:28][C:27]([N:30]2[C@@H:35]([CH3:36])[CH2:34][N:33]([C:37]([NH:39][C:40]3[CH:45]=[CH:44][N:43]=[C:42]([C:46]([OH:48])=O)[CH:41]=3)=[O:38])[C@H:32]([CH3:49])[CH2:31]2)=[CH:26][C:25]=1[C:50]([F:53])([F:52])[F:51])#[N:23].CN>CN(C=O)C.O>[C:22]([C:24]1[CH:29]=[CH:28][C:27]([N:30]2[C@@H:35]([CH3:36])[CH2:34][N:33]([C:37]([NH:39][C:40]3[CH:45]=[CH:44][N:43]=[C:42]([C:46](=[O:48])[NH:7][CH3:5])[CH:41]=3)=[O:38])[C@H:32]([CH3:49])[CH2:31]2)=[CH:26][C:25]=1[C:50]([F:52])([F:51])[F:53])#[N:23]. Isolated yield 59.6%. Starting materials: CN (methylamine), C=1C=CC2=C(C1)N=NN2O (HOBT), CCN=C=NCCCN(C)C (WSC), C(#N)C1=C(C=C(C=C1)N1C[C@H](N(C[C@@H]1C)C(=O)NC1=CC(=NC=C1)C(=O)O)C)C(F)(F)F ((2R,5S)-4-{[4-(4-cyano-3-trifluoromethylphenyl)-2,5-dimethylpiperazine-1-carbonyl]amino}pyridine-2-carboxylic acid). Reaction conditions: time 1.5 hour.